Task: describe an organic reaction: reactants, conditions, products, and yield. Dataset: the Open Reaction Database (ORD), a public repository of structured organic reaction records Starting materials: ClC(Cl)Cl, COC(=O)c1ccc(C=O)cc1, [F-], [K+], CCOP([O-])OCC. Yields the product CCOP(=O)(OCC)C(O)c1ccc(C(=O)OC)cc1. RXN SMILES: [CH:23]([Cl:24])([Cl:25])[Cl:26].[CH:9](=[O:10])[c:11]1[cH:12][cH:13][c:14]([C:17](=[O:18])[O:19][CH3:20])[cH:15][cH:16]1.[F-:21].[K+:22].[P:1]([O:2][CH2:3][CH3:4])([O:5][CH2:6][CH3:7])[O-:8]>>[P:1]([O:2][CH2:3][CH3:4])([O:5][CH2:6][CH3:7])(=[O:8])[CH:9]([OH:10])[c:11]1[cH:12][cH:13][c:14]([C:17](=[O:18])[O:19][CH3:20])[cH:15][cH:16]1. The solvent is ClCCCl (1,2-dichloroethane). Conditions: temperature 80 celsius. Product: OC1=C(C=C(C(=O)OC)C=C1)[N+](=O)[O-] (methyl 4-hydroxy-3-nitrobenzoate). Starting materials: OC1=C(C=C(C(=O)O)C=C1)[N+](=O)[O-] (4-hydroxy-3-nitrobenzoic acid), CO (methanol), S(O)(O)(=O)=O (sulfuric acid), CO (Methanol), C(O)([O-])=O.[Na+] (sodium hydrogencarbonate). Yield: 68.0%. Procedure: To a solution of 4-hydroxy-3-nitrobenzoic acid (15.8 g, 86.3 mmol) in 1,2-dichloroethane (150 mL) were added methanol (14 mL) and conc. sulfuric acid (0.5 mL) and the mixture was heated to 80° C. and stirred. Methanol (9 mL) was added on the way and the mixture was stirred for 21 hours. The reaction mixture was added to a saturated aqueous sodium hydrogencarbonate solution (400 mL) and extracted with chloroform. The extract was washed with saturated brine, dried over magnesium sulfate and concen... As a reaction SMILES: [OH:1][C:2]1[CH:10]=[CH:9][C:5]([C:6]([OH:8])=[O:7])=[CH:4][C:3]=1[N+:11]([O-:13])=[O:12].CO.S(=O)(=O)(O)O.[C:21](=O)([O-])O.[Na+]>ClCCCl>[OH:1][C:2]1[CH:10]=[CH:9][C:5]([C:6]([O:8][CH3:21])=[O:7])=[CH:4][C:3]=1[N+:11]([O-:13])=[O:12] |f:3.4|. Reactants: O.C1(=CC=C(C=C1)S(=O)(=O)O)C (p-toluenesulfonic acid monohydrate), OCC(CO)(CO)CO (pentaerythritol), CN(C=O)C (N,N-dimethylformamide), COC(C)(C)OC (2,2-dimethoxypropane). The solvent is C(C)N(CC)CC (triethylamine). Conditions: temperature 25 celsius, time 1 hour. The product is CC1(OCC(CO1)(CO)CO)C (2,2-dimethyl-5,5-bis(hydroxymethyl)-1,3-dioxane). RXN SMILES: [OH:1][CH2:2][C:3]([CH2:8][OH:9])([CH2:6][OH:7])[CH2:4][OH:5].CN(C)C=O.CO[C:17](OC)([CH3:19])[CH3:18].O.C1(C)C=CC(S(O)(=O)=O)=CC=1>C(N(CC)CC)C>[CH3:18][C:17]1([CH3:19])[O:5][CH2:4][C:3]([CH2:8][OH:9])([CH2:6][OH:7])[CH2:2][O:1]1 |f:3.4|. Procedure: Into a 5 L round-bottom flask fitted with a thermometer, a nitrogen-introducing tube, and a stirrer were charged 254 g of pentaerythritol and 2,500 g of N,N-dimethylformamide, and they were heated and dissolved at 80° C. After cooling to 25° C., 195 g of 2,2-dimethoxypropane and 3.6 g of p-toluenesulfonic acid monohydrate were placed therein and, with introduction of nitrogen thereinto, a reaction was carried out at 25° C. without further treatment. Neutralization was performed by adding 9.5 g o...